Task: describe an organic reaction: reactants, conditions, products, and yield. Dataset: the Open Reaction Database (ORD), a public repository of structured organic reaction records Reactants: O=C([O-])[O-], CI, Cc1ccc(-n2ccc3c(Cl)n[nH]c(=O)c32)c(C)c1, [K+], [K+], CN(C)C=O, O. Yields the product Cc1ccc(-n2ccc3c(Cl)nn(C)c(=O)c32)c(C)c1. As a reaction SMILES: [C:22](=[O:23])([O-:24])[O-:25].[CH3:20][I:21].[Cl:1][c:2]1[c:3]2[c:4]([c:5](=[O:8])[nH:6][n:7]1)[n:9](-[c:12]1[c:13]([CH3:19])[cH:14][c:15]([CH3:18])[cH:16][cH:17]1)[cH:10][cH:11]2.[K+:26].[K+:27].[O:28]=[CH:29][N:30]([CH3:31])[CH3:32].[OH2:33]>>[Cl:1][c:2]1[c:3]2[c:4]([c:5](=[O:8])[n:6]([CH3:22])[n:7]1)[n:9](-[c:12]1[c:13]([CH3:19])[cH:14][c:15]([CH3:18])[cH:16][cH:17]1)[cH:10][cH:11]2. Reactants: N1=CC(=CC=C1)S(=O)(=O)Cl (3-pyridinesulfonyl chloride), ClC1=NC=CC(=N1)C1=C(N=C(S1)C(C)C)C=1C=C(C=CC1)NS(=O)(=O)C1=C(C=CC=C1F)F (N-{3-[5-(2-Chloro-4-pyrimidinyl)-2-(1-methylethyl)-1,3-thiazol-4-yl]phenyl}-2,6-difluorobenzenesulfonamide), NC=1C(=C(C=CC1)C=1N=C(SC1C1=NC(=NC=C1)N)C(C)(C)C)F (4-[4-(3-amino-2-fluorophenyl)-2-(1,1-dimethylethyl)-1,3-thiazol-5-yl]-2-pyrimidinamine). Product: NC1=NC=CC(=N1)C1=C(N=C(S1)C(C)(C)C)C=1C(=C(C=CC1)NS(=O)(=O)C=1C=NC=CC1)F (N-{3-[5-(2-amino-4-pyrimidinyl)-2-(1,1-dimethylethyl)-1,3-thiazol-4-yl]-2-fluorophenyl}-3-pyridinesulfonamide), solid. The yield is 24.0%. RXN SMILES: ClC1N=C(C2SC(C(C)C)=NC=2C2C=C(NS(C3C(F)=CC=CC=3F)(=O)=O)C=CC=2)C=CN=1.[NH2:34][C:35]1[C:36]([F:57])=[C:37]([C:41]2[N:42]=[C:43]([C:53]([CH3:56])([CH3:55])[CH3:54])[S:44][C:45]=2[C:46]2[CH:51]=[CH:50][N:49]=[C:48]([NH2:52])[N:47]=2)[CH:38]=[CH:39][CH:40]=1.[N:58]1[CH:63]=[CH:62][CH:61]=[C:60]([S:64](Cl)(=[O:66])=[O:65])[CH:59]=1>>[NH2:52][C:48]1[N:47]=[C:46]([C:45]2[S:44][C:43]([C:53]([CH3:54])([CH3:56])[CH3:55])=[N:42][C:41]=2[C:37]2[C:36]([F:57])=[C:35]([NH:34][S:64]([C:60]3[CH:59]=[N:58][CH:63]=[CH:62][CH:61]=3)(=[O:66])=[O:65])[CH:40]=[CH:39][CH:38]=2)[CH:51]=[CH:50][N:49]=1. Procedure: Following a procedure analogous to the procedure described in Intermediate 14 using 4-[4-(3-amino-2-fluorophenyl)-2-(1,1-dimethylethyl)-1,3-thiazol-5-yl]-2-pyrimidinamine (100 mg, 0.291 mmol) and 3-pyridinesulfonyl chloride (94 mL, 0.430 mmol), the title compound was obtained as a tan solid (34 mg, 24% yield). MS (ESI): 485.0 [M+H]+.